Dataset: the Open Reaction Database (ORD), a public repository of structured organic reaction records. Task: describe an organic reaction: reactants, conditions, products, and yield As a reaction SMILES: [B-:40]([F:41])([F:42])([F:43])[F:44].[CH2:1]([CH3:2])[O:3][C:4]([CH2:5][CH:6]([c:7]1[cH:8][cH:9][c:10]([O:13][CH2:14][C:15]2=[CH:16][C:17]3([CH2:18][CH2:19][CH2:20]2)[CH2:21][CH2:22][CH2:23][CH2:24][CH2:25]3)[cH:11][cH:12]1)[OH:26])=[O:27].[CH2:45]([O+:46]([CH2:47][CH3:48])[CH2:49][CH3:50])[CH3:51].[CH:28]([CH3:29])([N:30]([CH2:31][CH3:32])[CH:33]([CH3:34])[CH3:35])[CH3:36].[CH:52]([Cl:53])([Cl:54])[Cl:55].[Cl:37][CH2:38][Cl:39]>>[CH2:1]([CH3:2])[O:3][C:4]([CH2:5][CH:6]([c:7]1[cH:8][cH:9][c:10]([O:13][CH2:14][C:15]2=[CH:16][C:17]3([CH2:18][CH2:19][CH2:20]2)[CH2:21][CH2:22][CH2:23][CH2:24][CH2:25]3)[cH:11][cH:12]1)[O:26][CH2:28][CH3:29])=[O:27]. Starting materials: F[B-](F)(F)F, CCOC(=O)CC(O)c1ccc(OCC2=CC3(CCCCC3)CCC2)cc1, CC[O+](CC)CC, CCN(C(C)C)C(C)C, ClC(Cl)Cl, ClCCl. Product: CCOC(=O)CC(OCC)c1ccc(OCC2=CC3(CCCCC3)CCC2)cc1. The reactants are N1N=CC=C1 (pyrazole), ClC=1N=C(C2=C(N1)SC(=C2C)C)NCC2=CC(=C(C=C2)Cl)Cl (2-chloro-5,6-dimethyl-4-(3,4-dichlorobenzylamino)-thieno-[2,3-d]-pyrimidine). Product: N1(N=CC=C1)C=1N=C(C2=C(N1)SC(=C2C)C)NCC2=CC(=C(C=C2)Cl)Cl (2-(pyrazol-1-yl)-5,6-dimethyl-4-(3,4-dichlorobenzylamino)-thieno-[2,3-d]-pyrimidine). Reaction SMILES: [NH:1]1[CH:5]=[CH:4][CH:3]=[N:2]1.Cl[C:7]1[N:8]=[C:9]([NH:18][CH2:19][C:20]2[CH:25]=[CH:24][C:23]([Cl:26])=[C:22]([Cl:27])[CH:21]=2)[C:10]2[C:15]([CH3:16])=[C:14]([CH3:17])[S:13][C:11]=2[N:12]=1>>[N:1]1([C:7]2[N:8]=[C:9]([NH:18][CH2:19][C:20]3[CH:25]=[CH:24][C:23]([Cl:26])=[C:22]([Cl:27])[CH:21]=3)[C:10]3[C:15]([CH3:16])=[C:14]([CH3:17])[S:13][C:11]=3[N:12]=2)[CH:5]=[CH:4][CH:3]=[N:2]1. Reported procedure: Following the procedure of Example 97, the reaction of pyrazole with 2-chloro-5,6-dimethyl-4-(3,4-dichlorobenzylamino)-thieno-[2,3-d]-pyrimidine gives 2-(pyrazol-1-yl)-5,6-dimethyl-4-(3,4-dichlorobenzylamino)-thieno-[2,3-d]-pyrimidine. Starting materials: C(CC)N(C1CC2=C(N=CS2)CC1)CC1=CC=C(C(=O)Cl)C=C1 (4-{[Propyl-(4,5,6,7-tetrahydro-benzothiazol-6-yl)-amino]-methyl}-benzoyl chloride), C1(=CC=CC=C1)N1CCNCC1 (1-phenyl-piperazine), OCCCCNC(C1=CC=CC=C1)=O (N-(4-hydroxy-butyl)-benzamide). Product: C1(=CC=CC=C1)N1CCN(CC1)C(=O)C1=CC=C(C=C1)CN(C1CC2=C(N=CS2)CC1)CCC ((4-Phenylpiperazin-1-yl)-(4-{[propyl-(4,5,6,7-tetrahydrobenzothiazol-6-yl)amino]methyl}phenyl)methanone). Isolated yield 59.0%. Reaction SMILES: [CH2:1]([N:4]([CH2:14][C:15]1[CH:23]=[CH:22][C:18]([C:19](Cl)=[O:20])=[CH:17][CH:16]=1)[CH:5]1[CH2:13][CH2:12][C:8]2[N:9]=[CH:10][S:11][C:7]=2[CH2:6]1)[CH2:2][CH3:3].[C:24]1([N:30]2[CH2:35][CH2:34][NH:33][CH2:32][CH2:31]2)[CH:29]=[CH:28][CH:27]=[CH:26][CH:25]=1.OCCCCNC(=O)C1C=CC=CC=1>>[C:24]1([N:30]2[CH2:35][CH2:34][N:33]([C:19]([C:18]3[CH:22]=[CH:23][C:15]([CH2:14][N:4]([CH2:1][CH2:2][CH3:3])[CH:5]4[CH2:13][CH2:12][C:8]5[N:9]=[CH:10][S:11][C:7]=5[CH2:6]4)=[CH:16][CH:17]=3)=[O:20])[CH2:32][CH2:31]2)[CH:29]=[CH:28][CH:27]=[CH:26][CH:25]=1. Procedure details: Compound 43 is prepared from 42C and 1-phenyl-piperazine as described for 1D. Reactants: CCCCCCCCS(=O)(=O)[O-], CC#N, Cl, O=C(O)c1ccc(OCCN2CCCCC2)cc1, [Na+], [Na+], [OH-], O, O=P(O)(O)O. The product is CCCCCCCCS(=O)(=O)[O-], O=P([O-])([O-])[O-]. RXN SMILES: [CH2:20]([CH2:21][CH2:22][CH2:23][CH2:24][CH2:25][CH2:26][CH3:27])[S:28](=[O:29])(=[O:30])[O-:31].[CH3:41][C:42]#[N:43].[ClH:19].[N:1]1([CH2:2][CH2:3][O:4][c:5]2[cH:6][cH:7][c:8]([C:9]([OH:10])=[O:11])[cH:12][cH:13]2)[CH2:14][CH2:15][CH2:16][CH2:17][CH2:18]1.[Na+:32].[Na+:39].[OH-:38].[OH2:40].[P:33]([OH:34])([OH:35])([OH:36])=[O:37]>>[CH2:20]([CH2:21][CH2:22][CH2:23][CH2:24][CH2:25][CH2:26][CH3:27])[S:28](=[O:29])(=[O:30])[O-:31].[P:33](=[O:34])([O-:35])([O-:36])[O-:37]. Starting materials: C(=O)(O)[O-].[Na+] (NaHCO3), OC12CC3C(C(CC(C1)C3)C2)NC(=O)N2C[C@H](CCC2)C ((S)-3-Methyl-piperidine-1-carboxylic acid (5-hydroxy-adamantan-2-yl)-amide), C(C)(=O)Cl (acetyl chloride), N1=CC=CC=C1 (pyridine). Solvent: C(Cl)Cl (methylene chloride). Reaction conditions: time 8 hour. The product is C[C@@H]1CN(CCC1)C(=O)NC1C2CC3(CC(CC1C3)C2)OC(C)=O (Acetic acid 4-[((S)-3-methyl-piperidine-1-carbonyl)-amino]-adamantan-1-yl ester). RXN SMILES: [OH:1][C:2]12[CH2:11][CH:6]3[CH2:7][CH:8]([CH2:10][CH:4]([CH:5]3[NH:12][C:13]([N:15]3[CH2:20][CH2:19][CH2:18][C@H:17]([CH3:21])[CH2:16]3)=[O:14])[CH2:3]1)[CH2:9]2.[C:22](Cl)(=[O:24])[CH3:23].N1C=CC=CC=1.C([O-])(O)=O.[Na+]>C(Cl)Cl>[CH3:21][C@H:17]1[CH2:18][CH2:19][CH2:20][N:15]([C:13]([NH:12][CH:5]2[CH:4]3[CH2:3][C:2]4([O:1][C:22](=[O:24])[CH3:23])[CH2:9][CH:8]([CH2:7][CH:6]2[CH2:11]4)[CH2:10]3)=[O:14])[CH2:16]1 |f:3.4|. Procedure details: A mixture of (S)-3-Methyl-piperidine-1-carboxylic acid (5-hydroxy-adamantan-2-yl)-amide 0.15 g (0.51 mmol), 0.109 ml of acetyl chloride, 0.3 ml of pyridine in 1.5 ml of methylene chloride was stirred at room temperature overnight. A saturated NaHCO3 solution was added, the organic phase extracted with methylene chloride, washed with HCl 1 N solution and dried over sodium sulphate. Flash chromatography on silica gel (eluant CH2Cl2/MeOH: 95/05) yielded 75 mg of the title compound The reactants are CC(=O)Br, CC(=O)O, Cc1cc([N+](=O)[O-])cn[n+]1[O-], [Na+], [OH-]. The product is Cc1cc(Br)cn[n+]1[O-]. As a reaction SMILES: [C:12](=[O:13])([CH3:14])[Br:15].[CH3:18][C:19](=[O:20])[OH:21].[CH3:1][c:2]1[cH:3][c:4]([N+:9]([O-:10])=[O:11])[cH:5][n:6][n+:7]1[O-:8].[Na+:17].[OH-:16]>>[CH3:1][c:2]1[cH:3][c:4]([Br:15])[cH:5][n:6][n+:7]1[O-:8].